Dataset: the Open Reaction Database (ORD), a public repository of structured organic reaction records. Task: describe an organic reaction: reactants, conditions, products, and yield Reactants: CN(C=O)C (dimethylformamide), S(=O)(=O)(Cl)Cl (sulfuryl chloride), COC=1C=C(CC2=CC3=C(S2)C=CC=C3)C=C(C1OC)OC (2-(3,4,5-trimethoxybenzyl)-benzo[b]thiophene), ethyl acetate hexanes, yellow-orange oil. The product is COC=1C=C(CC2=C(C3=C(S2)C=CC=C3)S(=O)(=O)Cl)C=C(C1OC)OC (2-(3,4,5-trimethoxybenzyl)-benzo[b]thiophene-3-sulfonylchloride). As a reaction SMILES: CN(C)C=O.[S:6]([Cl:10])(Cl)(=[O:8])=[O:7].[CH3:11][O:12][C:13]1[CH:14]=[C:15]([CH:26]=[C:27]([O:31][CH3:32])[C:28]=1[O:29][CH3:30])[CH2:16][C:17]1[S:21][C:20]2[CH:22]=[CH:23][CH:24]=[CH:25][C:19]=2[CH:18]=1>>[CH3:11][O:12][C:13]1[CH:14]=[C:15]([CH:26]=[C:27]([O:31][CH3:32])[C:28]=1[O:29][CH3:30])[CH2:16][C:17]1[S:21][C:20]2[CH:22]=[CH:23][CH:24]=[CH:25][C:19]=2[C:18]=1[S:6]([Cl:10])(=[O:8])=[O:7]. Procedure details: 2-(3,4,5-trimethoxybenzyl)-benzo[b]thiophene-3-sulfonylchloride was prepared in the same manner as described in Example 40B. Reaction of dimethylformamide (DMF; 4.8 mmoles, 0.40 mls), sulfuryl chloride (4.1 mmoles, 0.33 mls) and 2-(3,4,5-trimethoxybenzyl)-benzo[b]thiophene (2.4 mmoles, 0.75 g) yielded, after flash chromatography using 20% ethyl acetate/hexanes, 0.29 g (30%) of a yellow-orange oil. The solvent is C(C)N(CC)CC (triethylamine), CN(C=O)C (dimethylformamide), O1CCCC1 (tetrahydrofuran), CN(C=O)C (dimethylformamide). Reaction SMILES: [NH2:1][C@H:2]([C:10]([OH:12])=O)[CH2:3][CH2:4][CH2:5][NH:6][C:7](=[NH:9])[NH2:8].C(OC(N([N+]([O-])=O)[C@H](C(O)=O)CCCNC(=N)N)=O)(C)(C)C.C(Cl)(=O)OCC(C)C.[NH2:43][CH2:44][C:45]([NH2:47])=[O:46]>CN(C)C=O.O1CCCC1.C(N(CC)CC)C>[NH2:1][C@H:2]([C:10]([NH:43][CH2:44][C:45]([NH2:47])=[O:46])=[O:12])[CH2:3][CH2:4][CH2:5][NH:6][C:7](=[NH:9])[NH2:8]. Procedure details: Protected arginine, i.e., tert-butyloxycarbonylnitro-arginine is dissolved in a suitable solvent such as dimethylformamide and tetrahydrofuran. The dissolved protected amino acid is then cooled to a temperature slightly below the freezing point (0° C), whereupon isobutyl chlorocarbonate and triethylamine is added with stirring. After a short period, glycinamide dissolved in dimethylformamide is added. The mixture is then permitted to warm to room temperature and stirred for a period of several h... Starting materials: amino acid, C(OCC(C)C)(=O)Cl (isobutyl chlorocarbonate), N[C@@H](CCCNC(N)=N)C(=O)O (arginine), C(C)(C)(C)OC(=O)N([C@@H](CCCNC(N)=N)C(=O)O)[N+](=O)[O-] (tert-butyloxycarbonylnitro-arginine), NCC(=O)N (glycinamide). Product: dipeptide, N[C@@H](CCCNC(N)=N)C(=O)NCC(=O)N (arginyl-glycinamide). Starting materials: CC(C)(C)OC(=O)N1CCCC1(C)C, O=CC(Cc1ccccc1)N(Cc1ccccc1)Cc1ccccc1, CCOCC, CCOC(C)=O, [Li]C(C)CC, [Cl-], [NH4+]. Product: CC(C)(C)OC(=O)N1C(C(O)C(Cc2ccccc2)N(Cc2ccccc2)Cc2ccccc2)CCC1(C)C. RXN SMILES: [C:6]([CH3:7])([CH3:8])([CH3:9])[O:10][C:11](=[O:12])[N:13]1[C:14]([CH3:18])([CH3:19])[CH2:15][CH2:16][CH2:17]1.[CH2:20]([c:21]1[cH:22][cH:23][cH:24][cH:25][cH:26]1)[N:27]([CH:28]([CH:29]=[O:30])[CH2:31][c:32]1[cH:33][cH:34][cH:35][cH:36][cH:37]1)[CH2:38][c:39]1[cH:40][cH:41][cH:42][cH:43][cH:44]1.[CH3:47][CH2:48][O:49][CH2:50][CH3:51].[CH3:52][CH2:53][O:54][C:55](=[O:56])[CH3:57].[CH:1]([Li:2])([CH2:3][CH3:4])[CH3:5].[Cl-:45].[NH4+:46]>>[C:6]([CH3:7])([CH3:8])([CH3:9])[O:10][C:11](=[O:12])[N:13]1[C:14]([CH3:18])([CH3:19])[CH2:15][CH2:16][CH:17]1[CH:29]([CH:28]([N:27]([CH2:20][c:21]1[cH:22][cH:23][cH:24][cH:25][cH:26]1)[CH2:38][c:39]1[cH:40][cH:41][cH:42][cH:43][cH:44]1)[CH2:31][c:32]1[cH:33][cH:34][cH:35][cH:36][cH:37]1)[OH:30]. Reaction SMILES: Cl.[NH2:2][OH:3].C([O-])(=O)C.[Na+].[CH3:9][CH2:10][CH2:11][CH2:12][CH2:13][CH3:14].[C:15]([O:18][CH2:19][CH3:20])(=[O:17])[CH3:16]>C(O)C>[OH:3][N:2]=[C:11]1[CH2:12][CH2:13][CH2:14][CH:10]1[CH2:9][CH2:16][C:15]([O:18][CH2:19][CH3:20])=[O:17] |f:0.1,2.3,4.5|. Product: ON=C1C(CCC1)CCC(=O)OCC (ethyl 2-hydroxyiminocyclopentanepropionate). Isolated yield 84.0%. Procedure details: Namely, to a solution of 50 ml (0.35 mol) of ethyl cyclopentanone-2-carboxylate in 130 ml of dioxane was added 3.8 ml of Triton B. Then, to the solution was added 27.1 ml (0.242 mol) of acrylonitrile in 50 ml of dioxane. The solution was stirred at room temperature for 12 hours, and extracted with ether after 100 ml of 10% hydrochloric acid was added thereto. An organic layer was dried over anhydrous magnesium sulfate. After removing the solvent, 300 ml of conc. hydrochloric acid was added to th... Solvent: C(C)O (ethanol). Reactants: CCCCCC.C(C)(=O)OCC (hexane ethyl acetate), Cl.NO (hydroxylamine hydrochloride), C(C)(=O)[O-].[Na+] (sodium acetate), compound. The product is ClC=1C(NC=C(C1)C(C1=CC=CC=C1)C1=CC=CC=C1)=O (3-chloro-5-(diphenylmethyl)pyridin-2(1H)-one). As a reaction SMILES: [C:1]1([CH:7]([C:15]2[CH:20]=[CH:19][CH:18]=[CH:17][CH:16]=2)[C:8]2[CH:9]=[CH:10][C:11](=[O:14])[NH:12][CH:13]=2)[CH:6]=[CH:5][CH:4]=[CH:3][CH:2]=1.[Cl:21]N1C(=O)CCC1=O.C([O-])(O)=O.[Na+]>CN(C=O)C>[Cl:21][C:10]1[C:11](=[O:14])[NH:12][CH:13]=[C:8]([CH:7]([C:15]2[CH:20]=[CH:19][CH:18]=[CH:17][CH:16]=2)[C:1]2[CH:2]=[CH:3][CH:4]=[CH:5][CH:6]=2)[CH:9]=1 |f:2.3|. Isolated yield 91.3%. Reported procedure: A mixture of 5-(diphenylmethyl)pyridin-2(1H)-one (0.3 g) and N-chlorosuccinimide(0.184 g) in DMF (3 mL) was stirred at ambient temperature for 23 hours. The reaction mixture was poured into saturated NaHCO3 aqueous solution and the resulting precipitates were collected by filtration and washed with water to afford 3-chloro-5-(diphenylmethyl)pyridin-2(1H)-one (0.31 g) as white powder. Conditions: time 23 hour. Reactants: C1(=CC=CC=C1)C(C=1C=CC(NC1)=O)C1=CC=CC=C1 (5-(diphenylmethyl)pyridin-2(1H)-one), ClN1C(CCC1=O)=O (N-chlorosuccinimide), C(=O)(O)[O-].[Na+] (NaHCO3). The solvent is CN(C)C=O (DMF).